Dataset: the Open Reaction Database (ORD), a public repository of structured organic reaction records. Task: describe an organic reaction: reactants, conditions, products, and yield Product: C=Cc1ccc([N+](=O)[O-])c(NC2CCN(C3CCC(OCC)CC3)CC2)c1. Reaction SMILES: [Br:1][c:2]1[cH:3][cH:4][c:5]([N+:24](=[O:25])[O-:26])[c:6]([NH:8][CH:9]2[CH2:10][CH2:11][N:12]([CH:15]3[CH2:16][CH2:17][CH:18]([O:21][CH2:22][CH3:23])[CH2:19][CH2:20]3)[CH2:13][CH2:14]2)[cH:7]1.[CH2:27]([CH2:28][CH2:40][CH3:41])[C:29]([Sn:30])=[C:31]([CH2:32][CH2:33][CH2:34][CH3:35])[CH2:36][CH2:37][CH2:38][CH3:39].[CH3:61][c:62]1[cH:63][cH:64][cH:65][cH:66][cH:67]1.[Cl:68][CH2:69][Cl:70].[c:42]1([P:43]([c:44]2[cH:45][cH:46][cH:47][cH:48][cH:49]2)[c:50]2[cH:51][cH:52][cH:53][cH:54][cH:55]2)[cH:56][cH:57][cH:58][cH:59][cH:60]1>>[c:2]1([CH:27]=[CH2:28])[cH:3][cH:4][c:5]([N+:24](=[O:25])[O-:26])[c:6]([NH:8][CH:9]2[CH2:10][CH2:11][N:12]([CH:15]3[CH2:16][CH2:17][CH:18]([O:21][CH2:22][CH3:23])[CH2:19][CH2:20]3)[CH2:13][CH2:14]2)[cH:7]1. The reactants are CCOC1CCC(N2CCC(Nc3cc(Br)ccc3[N+](=O)[O-])CC2)CC1, CCCCC([Sn])=C(CCCC)CCCC, Cc1ccccc1, ClCCl, c1ccc(P(c2ccccc2)c2ccccc2)cc1.